Dataset: the Open Reaction Database (ORD), a public repository of structured organic reaction records. Task: describe an organic reaction: reactants, conditions, products, and yield Reactants: N1=CC=CC=C1 (pyridine), C(C1=CC=CC=C1)(=O)Cl (benzoyl chloride), C(#N)C=1SC(N2C1C1=CC(=C(C=C1CC2)OC)OC)=N (1-cyano-3-imino-8,9-dimethoxy-3,4,5,6-tetrahydro-1,3-thiazolo[4,3-a]isoquinoline). Solvent: O (water). Yields the product C(#N)C=1SC(N2C1C1=CC(=C(C=C1CC2)OC)OC)=NC(C2=CC=CC=C2)=O (1-cyano-3-benzoylimino-8,9-dimethoxy-3,4,5,6-tetrahydro-1,3-thiazolo[4,3-a] isoquinoline). RXN SMILES: N1C=CC=CC=1.[C:7](Cl)(=[O:14])[C:8]1[CH:13]=[CH:12][CH:11]=[CH:10][CH:9]=1.[C:16]([C:18]1[S:19][C:20](=[NH:35])[N:21]2[CH2:30][CH2:29][C:28]3[C:23](=[CH:24][C:25]([O:33][CH3:34])=[C:26]([O:31][CH3:32])[CH:27]=3)[C:22]=12)#[N:17]>O>[C:16]([C:18]1[S:19][C:20](=[N:35][C:7](=[O:14])[C:8]2[CH:13]=[CH:12][CH:11]=[CH:10][CH:9]=2)[N:21]2[CH2:30][CH2:29][C:28]3[C:23](=[CH:24][C:25]([O:33][CH3:34])=[C:26]([O:31][CH3:32])[CH:27]=3)[C:22]=12)#[N:17]. Procedure details: 5 ml. of pyridine and 0.3 ml. of benzoyl chloride are added to 0.5 g. of 1-cyano-3-imino-8,9-dimethoxy-3,4,5,6-tetrahydro-1,3-thiazolo[4,3-a]isoquinoline, and the mixture is refluxed for 0.5 hours. After cooling, the mixture is diluted with water. 0.6 g. of 1-cyano-3-benzoylimino-8,9-dimethoxy-3,4,5,6-tetrahydro-1,3-thiazolo[4,3-a] isoquinoline is obtained in crystalline state; m.p.: 274°-276°C (after recrystallization from a mixture of dimethylformamide and butanol).